Dataset: the Open Reaction Database (ORD), a public repository of structured organic reaction records. Task: describe an organic reaction: reactants, conditions, products, and yield The reactants are CCCC[N+](CCCC)(CCCC)CCCC, CCOCC, CCOc1cc(CNc2c(OC(C)CC)nn(COCC[Si](C)(C)C)c(=O)c2Cl)ccc1OC, COCCOC, ClC(Cl)Cl, [F-]. The product is CCOc1cc(CNc2c(OC(C)CC)n[nH]c(=O)c2Cl)ccc1OC. RXN SMILES: [CH2:36]([N+:37]([CH2:38][CH2:39][CH2:40][CH3:41])([CH2:42][CH2:43][CH2:44][CH3:45])[CH2:46][CH2:47][CH2:48][CH3:49])[CH2:50][CH2:51][CH3:52].[CH2:59]([O:60][CH2:61][CH3:62])[CH3:63].[CH3:1][Si:2]([CH3:3])([CH3:4])[CH2:5][CH2:6][O:33][CH2:34][n:7]1[n:8][c:9]([O:28][CH:29]([CH3:30])[CH2:31][CH3:32])[c:10]([NH:15][CH2:16][c:17]2[cH:18][c:19]([O:25][CH2:26][CH3:27])[c:20]([O:23][CH3:24])[cH:21][cH:22]2)[c:11]([Cl:14])[c:12]1=[O:13].[CH3:53][O:54][CH2:55][CH2:56][O:57][CH3:58].[CH:64]([Cl:65])([Cl:66])[Cl:67].[F-:35]>>[nH:7]1[n:8][c:9]([O:28][CH:29]([CH3:30])[CH2:31][CH3:32])[c:10]([NH:15][CH2:16][c:17]2[cH:18][c:19]([O:25][CH2:26][CH3:27])[c:20]([O:23][CH3:24])[cH:21][cH:22]2)[c:11]([Cl:14])[c:12]1=[O:13]. Reactants: C(C)(C)(C)OC(=O)N1CCN(CC1)C(CN)C1=C(C=CC=C1)Cl (4-[2-Amino-1-(2-chloro-phenyl)-ethyl]-piperazine-1-carboxylic acid tert-butyl ester), C(=O)([O-])[O-].[K+].[K+] (K2CO3), C(C)Br (ethyl bromide), CCOC(=O)C (EtOAc). The solvent is CN(C)C=O (DMF). Conditions: time 18 hour. Yields the product C(C)(C)(C)OC(=O)N1CCN(CC1)C(CN(CC)CC)C1=C(C=CC=C1)Cl (4-[1-(2-Chloro-phenyl)-2-diethylamino-ethyl]-piperazine-1-carboxylic acid tert-butyl ester). Isolated yield 62.0%. RXN SMILES: [C:1]([O:5][C:6]([N:8]1[CH2:13][CH2:12][N:11]([CH:14]([C:17]2[CH:22]=[CH:21][CH:20]=[CH:19][C:18]=2[Cl:23])[CH2:15][NH2:16])[CH2:10][CH2:9]1)=[O:7])([CH3:4])([CH3:3])[CH3:2].C([O-])([O-])=O.[K+].[K+].[CH2:30](Br)[CH3:31].[CH3:33][CH2:34]OC(C)=O>CN(C=O)C>[C:1]([O:5][C:6]([N:8]1[CH2:13][CH2:12][N:11]([CH:14]([C:17]2[CH:22]=[CH:21][CH:20]=[CH:19][C:18]=2[Cl:23])[CH2:15][N:16]([CH2:30][CH3:31])[CH2:33][CH3:34])[CH2:10][CH2:9]1)=[O:7])([CH3:4])([CH3:2])[CH3:3] |f:1.2.3|. Reported procedure: To 4[-2-Amino-1-(2-chloro-phenyl)-ethyl]-piperazine-1-carboxylic acid tert-butyl ester (201) (2.15 g, 6.34 mmol) in DMF (15 mL) was added K2CO3 (4.38 g , 31.71 mmol) and ethyl bromide (2.07 g, 19.03 mmol). The reaction mixture was allowed to stir at room temperature for 18 h. The reaction mixture was diluted with EtOAc (100 mL) and washed with H2O (100 mL) The organic phase was concentrated to dryness. The crude material was purified by chromatography (silica gel 60 mesh, eluting with 5% MeOH in...